From a dataset of the Open Reaction Database (ORD), a public repository of structured organic reaction records. describe an organic reaction: reactants, conditions, products, and yield The reactants are CC(=O)N1CC(C)(C)Oc2ccc(NC(=O)c3cccnc3NCc3ccc(F)cc3)cc21, CCO, [Na+], O=C([O-])O. Yields the product CC1(C)CNc2cc(NC(=O)c3cccnc3NCc3ccc(F)cc3)ccc2O1. Reaction SMILES: [C:1](=[O:2])([CH3:3])[N:4]1[CH2:5][C:6]([CH3:32])([CH3:33])[O:7][c:8]2[c:9]1[cH:10][c:11]([NH:14][C:15]([c:16]1[c:17]([NH:22][CH2:23][c:24]3[cH:25][cH:26][c:27]([F:30])[cH:28][cH:29]3)[n:18][cH:19][cH:20][cH:21]1)=[O:31])[cH:12][cH:13]2.[CH3:39][CH2:40][OH:41].[Na+:38].[O-:34][C:35]([OH:36])=[O:37]>>[NH:4]1[CH2:5][C:6]([CH3:32])([CH3:33])[O:7][c:8]2[c:9]1[cH:10][c:11]([NH:14][C:15]([c:16]1[c:17]([NH:22][CH2:23][c:24]3[cH:25][cH:26][c:27]([F:30])[cH:28][cH:29]3)[n:18][cH:19][cH:20][cH:21]1)=[O:31])[cH:12][cH:13]2. The reactants are CC(C)(C)OC(=O)N1C(=O)c2ccc(F)cc2C1=O, CO. Yields the product COC(=O)c1cc(F)ccc1C(=O)NC(=O)OC(C)(C)C. Reaction SMILES: [C:1]([CH3:2])([CH3:3])([CH3:4])[O:5][C:6](=[O:7])[N:8]1[C:9](=[O:19])[c:10]2[cH:11][cH:12][c:13]([F:18])[cH:14][c:15]2[C:16]1=[O:17].[CH3:20][OH:21]>>[C:1]([CH3:2])([CH3:3])([CH3:4])[O:5][C:6](=[O:7])[NH:8][C:9]([c:10]1[cH:11][cH:12][c:13]([F:18])[cH:14][c:15]1[C:16](=[O:17])[O:21][CH3:20])=[O:19]. Starting materials: [BH4-], O=C1CCc2cc(Br)ccc21, C1CCOC1, [Na+]. Product: OC1CCc2cc(Br)ccc21. RXN SMILES: [BH4-:12].[Br:1][c:2]1[cH:3][c:4]2[c:8]([cH:9][cH:10]1)[C:7](=[O:11])[CH2:6][CH2:5]2.[CH2:14]1[O:15][CH2:16][CH2:17][CH2:18]1.[Na+:13]>>[Br:1][c:2]1[cH:3][c:4]2[c:8]([cH:9][cH:10]1)[CH:7]([OH:11])[CH2:6][CH2:5]2. The reactants are CCOC(OCC)C(C)N(Cc1csc2ccccc12)C(=O)C(C)N, O=C(O)CONC(=O)NCc1ccncc1. Product: CCOC(OCC)C(C)N(Cc1csc2ccccc12)C(=O)C(C)NC(=O)CONC(=O)NCc1ccncc1. Reaction SMILES: [NH2:17][CH:18]([C:19](=[O:20])[N:21]([CH:22]([CH:23]([O:24][CH2:25][CH3:26])[O:27][CH2:28][CH3:29])[CH3:30])[CH2:31][c:32]1[c:33]2[c:34]([s:35][cH:36]1)[cH:37][cH:38][cH:39][cH:40]2)[CH3:41].[n:1]1[cH:2][cH:3][c:4]([CH2:7][NH:8][C:9]([NH:10][O:11][CH2:12][C:13](=[O:14])[OH:15])=[O:16])[cH:5][cH:6]1>>[n:1]1[cH:2][cH:3][c:4]([CH2:7][NH:8][C:9]([NH:10][O:11][CH2:12][C:13](=[O:15])[NH:17][CH:18]([C:19](=[O:20])[N:21]([CH:22]([CH:23]([O:24][CH2:25][CH3:26])[O:27][CH2:28][CH3:29])[CH3:30])[CH2:31][c:32]2[c:33]3[c:34]([s:35][cH:36]2)[cH:37][cH:38][cH:39][cH:40]3)[CH3:41])=[O:16])[cH:5][cH:6]1.